This data is from the Open Reaction Database (ORD), a public repository of structured organic reaction records. The task is: describe an organic reaction: reactants, conditions, products, and yield Reactants: C(C)C1N(C(CC(C1)=O)CC)S(=O)(=O)C1=CC=C(C=C1)F (2,6-diethyl-1-(4-fluorophenylsulfonyl)piperidin-4-one), CN(C)C(OC)OC (DMF-DMA), C(C)[C@@H]1CC2(OCCO2)C[C@@H](N1)CC (cis-7,9-diethyl-1,4-dioxa-8-azaspiro[4.5]decane), FC1=CC=C(C=C1)S(=O)(=O)Cl (4-fluorobenzenesulfonyl chloride), N1N=CC=C1 (pyrazole), O.NN (hydrazine hydrate). Yields the product C(C)[C@@H]1N([C@@H](CC2=C1C=NN2)CC)S(=O)(=O)C2=CC=C(C=C2)F (cis-4,6-Diethyl-5-(4-fluorophenylsulfonyl)-4,5,6,7-tetrahydro-1H-pyrazolo[4,3-c]pyridine). RXN SMILES: [CH2:1]([CH:3]1[CH2:8][C:7](=O)[CH2:6][CH:5]([CH2:10][CH3:11])[N:4]1[S:12]([C:15]1[CH:20]=[CH:19][C:18]([F:21])=[CH:17][CH:16]=1)(=[O:14])=[O:13])[CH3:2].C([C@H]1N[C@@H](CC)CC2(OCCO2)C1)C.FC1C=CC(S(Cl)(=O)=O)=CC=1.CN(C(OC)OC)C.[NH:55]1[CH:59]=CC=[N:56]1.O.NN>>[CH2:1]([C@H:3]1[C:8]2[CH:59]=[N:55][NH:56][C:7]=2[CH2:6][C@@H:5]([CH2:10][CH3:11])[N:4]1[S:12]([C:15]1[CH:20]=[CH:19][C:18]([F:21])=[CH:17][CH:16]=1)(=[O:14])=[O:13])[CH3:2] |f:5.6|. Procedure details: Prepared by treatment of 2,6-diethyl-1-(4-fluorophenylsulfonyl)piperidin-4-one, which was prepared by sulfonylation of compound 126 using 4-fluorobenzenesulfonyl chloride followed by deprotection as shown in Example 17, with DMF-DMA followed by pyrazole formation using hydrazine hydrate as shown in Example 15. Starting materials: ClC1=CC=C(C=C1)CC#N (4-chlorophenyl acetonitrile), C(CBr)Br (ethylene dibromide). Yields the product ClC1=CC=C(C=C1)C1(CC1)CN ((1-(4-Chlorophenyl)cyclopropyl)methylamine). Isolated yield 33.0%. Reaction SMILES: [Cl:1][C:2]1[CH:7]=[CH:6][C:5]([CH2:8][C:9]#[N:10])=[CH:4][CH:3]=1.[CH2:11](Br)[CH2:12]Br>>[Cl:1][C:2]1[CH:7]=[CH:6][C:5]([C:8]2([CH2:9][NH2:10])[CH2:12][CH2:11]2)=[CH:4][CH:3]=1. Procedure details: (1-(4-Chlorophenyl)cyclopropyl)methylamine is prepared from 4-chlorophenyl acetonitrile and ethylene dibromide in overall 33% yield as described in Example 1. Starting materials: CCCC(CCC)(CCC)C(N)=O, Cl, [K+], C1COCCO1, [OH-]. The product is CCCC(CCC)(CCC)C(=O)O. RXN SMILES: [CH2:7]([CH2:8][CH3:9])[C:10]([C:11](=[O:12])[NH2:13])([CH2:14][CH2:15][CH3:16])[CH2:17][CH2:18][CH3:19].[ClH:20].[K+:22].[O:1]1[CH2:2][CH2:3][O:4][CH2:5][CH2:6]1.[OH-:21]>>[OH:1][C:11]([C:10]([CH2:7][CH2:8][CH3:9])([CH2:14][CH2:15][CH3:16])[CH2:17][CH2:18][CH3:19])=[O:12].